This data is from the Open Reaction Database (ORD), a public repository of structured organic reaction records. The task is: describe an organic reaction: reactants, conditions, products, and yield Reactants: O=C([O-])[O-], COc1ccc(CCl)cc1, COC(=O)c1cccc(O)c1, CC(C)=O, [K+], [K+]. The product is COC(=O)c1cccc(OCc2ccc(OC)cc2)c1. RXN SMILES: [C:12](=[O:13])([O-:14])[O-:15].[CH3:18][O:19][c:20]1[cH:21][cH:22][c:23]([CH2:24][Cl:25])[cH:26][cH:27]1.[CH3:1][O:2][C:3]([c:4]1[cH:5][c:6]([OH:10])[cH:7][cH:8][cH:9]1)=[O:11].[CH3:28][C:29](=[O:30])[CH3:31].[K+:16].[K+:17]>>[CH3:1][O:2][C:3]([c:4]1[cH:5][c:6]([O:10][CH2:24][c:23]2[cH:22][cH:21][c:20]([O:19][CH3:18])[cH:27][cH:26]2)[cH:7][cH:8][cH:9]1)=[O:11]. The reactants are C1(=CC=CC=C1)[C@H](C)NC1=NC=CC(=N1)N1C=NC2=C1C=C(C=C2)I (2-[(S)-1-Phenylethylamino]-4-[6-iodobenzimidazol-1-yl]pyrimidine), NC=1C=C(C=CC1)B(O)O (3-aminophenylboronic acid). Product: C1(=CC=CC=C1)[C@H](C)NC1=NC=CC(=N1)N1C=NC2=C1C=C(C=C2)C2=CC(=CC=C2)N (2-[(S)-1-Phenylethylamino]-4-[6-(3-aminophenyl)benzimidazol-1-yl]pyrimidine). RXN SMILES: [C:1]1([C@@H:7]([NH:9][C:10]2[N:15]=[C:14]([N:16]3[C:20]4[CH:21]=[C:22](I)[CH:23]=[CH:24][C:19]=4[N:18]=[CH:17]3)[CH:13]=[CH:12][N:11]=2)[CH3:8])[CH:6]=[CH:5][CH:4]=[CH:3][CH:2]=1.[NH2:26][C:27]1[CH:28]=[C:29](B(O)O)[CH:30]=[CH:31][CH:32]=1>>[C:1]1([C@@H:7]([NH:9][C:10]2[N:15]=[C:14]([N:16]3[C:20]4[CH:21]=[C:22]([C:31]5[CH:30]=[CH:29][CH:28]=[C:27]([NH2:26])[CH:32]=5)[CH:23]=[CH:24][C:19]=4[N:18]=[CH:17]3)[CH:13]=[CH:12][N:11]=2)[CH3:8])[CH:6]=[CH:5][CH:4]=[CH:3][CH:2]=1. Procedure: The title compound was prepared according to the procedure described in EXAMPLE 416, starting from 2-[(S)-1-Phenylethylamino]-4-[6-iodobenzimidazol-1-yl]pyrimidine and 3-aminophenylboronic acid. Mass spectrum (ESI) 407.3 (M+1). Reactants: [Al+3], CNc1ncccc1C(=O)O, CCOC(C)=O, [H-], [H-], [H-], [H-], [Li+], [Na+], C1CCOC1, [OH-]. The product is CNc1ncccc1CO. RXN SMILES: [Al+3:2].[CH3:12][NH:13][c:14]1[c:15]([C:16](=[O:17])[OH:18])[cH:19][cH:20][cH:21][n:22]1.[CH3:25][CH2:26][O:27][C:28](=[O:29])[CH3:30].[H-:1].[H-:4].[H-:5].[H-:6].[Li+:3].[Na+:24].[O:7]1[CH2:8][CH2:9][CH2:10][CH2:11]1.[OH-:23]>>[CH3:12][NH:13][c:14]1[c:15]([CH2:16][OH:17])[cH:19][cH:20][cH:21][n:22]1. Starting materials: BrN1C(CCC1=O)=O (N-bromosuccinimide), ClC=1C(=CSC1)NC1=NC2=C(N1)C=CC(=C2)F ((4-Chloro-thiophen-3-yl)-(5-fluoro-1H-benzoimidazol-2-yl)-amine), C1(=CC=CC=C1)C (toluene). Solvent: C(C)(=O)O (acetic acid), C(C)(=O)O (acetic acid). The product is Cl.BrC=1SC=C(C1NC1=NC2=C(N1)C=CC(=C2)F)Cl ((2-Bromo-4-chloro-thiophen-3-yl)-(5-fluoro-1H-benzoimidazol-2-yl)-amine hydrochloride). RXN SMILES: [Cl:1][C:2]1[C:3]([NH:7][C:8]2[NH:12][C:11]3[CH:13]=[CH:14][C:15]([F:17])=[CH:16][C:10]=3[N:9]=2)=[CH:4][S:5][CH:6]=1.[Br:18]N1C(=O)CCC1=O.C1(C)C=CC=CC=1>C(O)(=O)C>[ClH:1].[Br:18][C:4]1[S:5][CH:6]=[C:2]([Cl:1])[C:3]=1[NH:7][C:8]1[NH:12][C:11]2[CH:13]=[CH:14][C:15]([F:17])=[CH:16][C:10]=2[N:9]=1 |f:4.5|. Procedure details: (4-Chloro-thiophen-3-yl)-(5-fluoro-1H-benzoimidazol-2-yl)-amine (50 mg, example 54b) was dissolved in acetic acid (4 ml) and at room temperature with vigorous stirring N-bromosuccinimide (33 mg) dissolved in acetic acid (4 ml) was slowly added. After stirring for 45 min at room temperature toluene (20 ml) was added and the solvent mixture distilled off. The residue was dissolved in ethyl acetate and washed with saturated potassium carbonate solution. The organic layer was dried (MgSO4), filtered... The reactants are C1(=CC=CC=C1)P(C1=CC=CC=C1)C1=CC=CC=C1 (Triphenylphosphine), CCOC(=O)/N=N/C(=O)OCC (diethylazodicarboxylate), [N+](=O)([O-])C1=C(C=CC=C1)O (ortho-nitrophenol), ClCCO (2-chloroethanol). Solvent: C1CCOC1 (THF), O (water). The product is ClCCOC1=C(C=CC=C1)[N+](=O)[O-] (1-(2-Chloro-ethoxy)-2-nitro-benzene). Isolated yield 78.2%. Reaction SMILES: [N+:1]([C:4]1[CH:9]=[CH:8][CH:7]=[CH:6][C:5]=1[OH:10])([O-:3])=[O:2].[Cl:11][CH2:12][CH2:13]O.C1(P(C2C=CC=CC=2)C2C=CC=CC=2)C=CC=CC=1.CCOC(/N=N/C(OCC)=O)=O>C1COCC1.O>[Cl:11][CH2:12][CH2:13][O:10][C:5]1[CH:6]=[CH:7][CH:8]=[CH:9][C:4]=1[N+:1]([O-:3])=[O:2]. Reported procedure: A mixture of ortho-nitrophenol (5.0 g, 35.8 mmoles) and 2-chloroethanol (9.5 ml, 143 mmoles) in THF (50 mL), in a round bottom flask, under nitrogen, was stirred at room temperature. Triphenylphosphine (14 g, 53.7 mmoles) was added, followed by diethylazodicarboxylate dropwise (8.5 mL, 53.7 mmoles). The mixture was stirred overnight at room temperature. The reaction mixture was diluted with water, extracted with EtOAc, washed with water (1×), brine (1×), dried (Na2SO4), and concentrated under va...